This data is from the Open Reaction Database (ORD), a public repository of structured organic reaction records. The task is: describe an organic reaction: reactants, conditions, products, and yield Starting materials: COc1cc(O)c2ccccc2c1OC(C)=O, C1CCC2=NCCCN2CC1, CI, C1CCOC1. The product is COc1cc(OC)c2ccccc2c1OC(C)=O. RXN SMILES: [C:1]([CH3:2])(=[O:3])[O:4][c:5]1[c:6]([O:16][CH3:17])[cH:7][c:8]([OH:15])[c:9]2[cH:10][cH:11][cH:12][cH:13][c:14]12.[CH2:20]1[CH2:21][CH2:22][C:23]2=[N:28][CH2:27][CH2:26][CH2:25][N:24]2[CH2:29][CH2:30]1.[CH3:18][I:19].[O:31]1[CH2:32][CH2:33][CH2:34][CH2:35]1>>[C:1]([CH3:2])(=[O:3])[O:4][c:5]1[c:6]([O:16][CH3:17])[cH:7][c:8]([O:15][CH3:20])[c:9]2[cH:10][cH:11][cH:12][cH:13][c:14]12. Starting materials: CCc1nc2c(C)cc(N(C)C(=NC#N)N(C)C)cc2n1Cc1ccc(-c2ccccc2C(=O)OC)cc1, CCO, [Na+], [OH-]. Product: CCc1nc2c(C)cc(N(C)C(=NC#N)N(C)C)cc2n1Cc1ccc(-c2ccccc2C(=O)O)cc1. RXN SMILES: [CH2:1]([CH3:2])[c:3]1[n:4][c:5]2[c:6]([n:7]1[CH2:8][c:9]1[cH:10][cH:11][c:12](-[c:15]3[c:16]([C:21](=[O:22])[O:23][CH3:24])[cH:17][cH:18][cH:19][cH:20]3)[cH:13][cH:14]1)[cH:25][c:26]([N:30]([C:31](=[N:32][C:33]#[N:34])[N:35]([CH3:36])[CH3:37])[CH3:38])[cH:27][c:28]2[CH3:29].[CH3:41][CH2:42][OH:43].[Na+:40].[OH-:39]>>[CH2:1]([CH3:2])[c:3]1[n:4][c:5]2[c:6]([n:7]1[CH2:8][c:9]1[cH:10][cH:11][c:12](-[c:15]3[c:16]([C:21](=[O:22])[OH:23])[cH:17][cH:18][cH:19][cH:20]3)[cH:13][cH:14]1)[cH:25][c:26]([N:30]([C:31](=[N:32][C:33]#[N:34])[N:35]([CH3:36])[CH3:37])[CH3:38])[cH:27][c:28]2[CH3:29]. Reactants: O=C1C=C2CC[C@H]3[C@@H]4CC[C@@H]([C@@]4(C)CC[C@@H]3[C@]2(CC1)C)C(SC1=NC=CC=C1)=O (S-2-pyridyl 3-oxo-4-androstene-17β-thiocarboxylate), COC1=CC=C(C=C1)C(C)(C)N (1-(4-methoxyphenyl)-1-methylethylamine). Run in C(Cl)Cl (methylene chloride). Run at time 3 day. Yields the product COC1=CC=C(C=C1)C(C)(C)NC(=O)[C@@H]1[C@]2(C)[C@@H](CC1)[C@@H]1CCC3=CC(CC[C@]3(C)[C@H]1CC2)=O (N-[1-(4-Methoxyphenyl)-1-methylethyl]-3-oxo-4-androstene-17β-carboxamide). The yield is 97.0%. As a reaction SMILES: [O:1]=[C:2]1[CH2:19][CH2:18][C@@:17]2([CH3:20])[C:4]([CH2:5][CH2:6][C@@H:7]3[C@@H:16]2[CH2:15][CH2:14][C@@:12]2([CH3:13])[C@H:8]3[CH2:9][CH2:10][C@@H:11]2[C:21](=[O:29])SC2C=CC=CN=2)=[CH:3]1.[CH3:30][O:31][C:32]1[CH:37]=[CH:36][C:35]([C:38]([NH2:41])([CH3:40])[CH3:39])=[CH:34][CH:33]=1>C(Cl)Cl>[CH3:30][O:31][C:32]1[CH:37]=[CH:36][C:35]([C:38]([NH:41][C:21]([C@H:11]2[CH2:10][CH2:9][C@H:8]3[C@H:7]4[C@H:16]([CH2:15][CH2:14][C@:12]23[CH3:13])[C@:17]2([CH3:20])[C:4](=[CH:3][C:2](=[O:1])[CH2:19][CH2:18]2)[CH2:5][CH2:6]4)=[O:29])([CH3:39])[CH3:40])=[CH:34][CH:33]=1. Reported procedure: 610 mg of S-2-pyridyl 3-oxo-4-androstene-17β-thiocarboxylate [prepared as described in step (a) above] were dissolved in 1 ml of dry methylene chloride, and 630 mg of 1-(4-methoxyphenyl)-1-methylethylamine (prepared as described in Preparation 10a) were added to the resulting solution. The mixture was then stirred at room temperature for 3 days. At the end of this time, the reaction mixture was subjected, without further treatment, to silica gel column chromatography using a gradient elution met... The reactants are [Cl-].[Ca+2].[Cl-] (calcium chloride), C(C)C1(CCN(CC1)CCCCCC)C1=CC(=CC=C1)[N+](=O)[O-] (4-ethyl-N-hexyl-4-(3-nitrophenyl)piperidine), C(C)O (ethanol). Reagents/catalysts: [Fe] (iron). Run in O (water). Yields the product N (ammonia), NC=1C=C(C=CC1)C1(CCN(CC1)CCCCCC)CC (4-(3-Aminophenyl)-4-ethyl-N-hexylpiperidine). The yield is 68.0%. RXN SMILES: [CH2:1]([C:3]1([C:15]2[CH:20]=[CH:19][CH:18]=[C:17]([N+:21]([O-])=O)[CH:16]=2)[CH2:8][CH2:7][N:6]([CH2:9][CH2:10][CH2:11][CH2:12][CH2:13][CH3:14])[CH2:5][CH2:4]1)[CH3:2].C(O)C.[Cl-].[Ca+2].[Cl-]>[Fe].O>[NH3:6].[NH2:21][C:17]1[CH:16]=[C:15]([C:3]2([CH2:1][CH3:2])[CH2:8][CH2:7][N:6]([CH2:9][CH2:10][CH2:11][CH2:12][CH2:13][CH3:14])[CH2:5][CH2:4]2)[CH:20]=[CH:19][CH:18]=1 |f:2.3.4|. Procedure: To a solution of 4-ethyl-N-hexyl-4-(3-nitrophenyl)piperidine (Preparation 63, 335 mg, 1.05 mmol) in 9:1 ethanol:water (41 ml) was added iron powder (530 mg, 9.45 mmol) followed by calcium chloride (58 mg, 0.53 mmol). The reaction mixture was heated under reflux for 2 h, then the mixture was allowed to cool. The mixture was filtered and the filtrate was concentrated in vacuo. The residue was partitioned between dichloromethane (20 ml) and water (20 ml). The phases were separated and the organic e... The reactants are C(C1=CC=CC=C1)N1C(=NN2C(C1=O)=CC=C2)CCC (3-benzyl-2-propyl-3H-pyrrolo[2,1-f][1,2,4]triazin-4-one), C[Si](C)(C)[N-][Si](C)(C)C.[K+] (KHMDS), C1(=CC=CC=C1)S(=O)(=O)N1OC1C1=CC=CC=C1 (racemic 2-benzenesulfonyl-3-phenyloxaziridine). Solvent: C1CCOC1 (THF), C1CCOC1 (THF). Reaction conditions: temperature -78 celsius, time 10 minute. Product: C(C1=CC=CC=C1)N1C(=NN2C(C1=O)=CC=C2)C(CC)O ((±)-3-Benzyl-2-(1-hydroxy-propyl)-3H-pyrrolo[2,1-f][1,2,4]triazin-4-one). RXN SMILES: [CH2:1]([N:8]1[C:13](=[O:14])[C:12]2=[CH:15][CH:16]=[CH:17][N:11]2[N:10]=[C:9]1[CH2:18][CH2:19][CH3:20])[C:2]1[CH:7]=[CH:6][CH:5]=[CH:4][CH:3]=1.C[Si]([N-][Si](C)(C)C)(C)C.[K+].C1(S(N2C(C3C=CC=CC=3)O2)(=O)=[O:38])C=CC=CC=1>C1COCC1>[CH2:1]([N:8]1[C:13](=[O:14])[C:12]2=[CH:15][CH:16]=[CH:17][N:11]2[N:10]=[C:9]1[CH:18]([OH:38])[CH2:19][CH3:20])[C:2]1[CH:3]=[CH:4][CH:5]=[CH:6][CH:7]=1 |f:1.2|. Procedure: To a solution of 3-benzyl-2-propyl-3H-pyrrolo[2,1-f][1,2,4]triazin-4-one (2.0 g, 7.48 mmol) in THF (45 mL) at −78° C. was added KHMDS (0.5 M in toluene, 17.2 mL, 8.6 mmol) dropwise. After stirring at −78° C. for 10 min, the orange solution was charged with a solution of racemic 2-benzenesulfonyl-3-phenyloxaziridine (2.15 g, 8.23 mmol) in THF (5 mL). The pale yellow solution was stirred at −78° C. for 25 min and was then quenched with 50 mL of saturated NaHCO3 solution. The mixture was extracted ...